describe an organic reaction: reactants, conditions, products, and yield From a dataset of the Open Reaction Database (ORD), a public repository of structured organic reaction records. Starting materials: CC1=CC=C(O1)C(C1(COC1)C)N (C-(5-methylfuran-2-yl)-C-(3-methyloxetan-3-yl)methylamine), C(C)OC1=C(C(C1=O)=O)NC=1C(=C(C(=O)O)C=CC1)O (3-(2-ethoxy-3,4-dioxocyclobut-1-enylamino)-2-hydroxybenzoic acid). Solvent: CO (methanol). Run at temperature 50 celsius, time 7 day. Product: OC1=C(C(=O)O)C=CC=C1NC1=C(C(C1=O)=O)NC(C1(COC1)C)C=1OC(=CC1)C (2-hydroxy-3-(2-{[(5-methylfuran-2-yl)-(3-methyloxetan-3-yl)methyl]amino}-3,4-dioxocyclobut-1-enylamino)benzoic acid). Yield: 44.2%. RXN SMILES: [CH3:1][C:2]1[O:6][C:5]([CH:7]([NH2:13])[C:8]2([CH3:12])[CH2:11][O:10][CH2:9]2)=[CH:4][CH:3]=1.C([O:16][C:17]1[C:20](=[O:21])[C:19](=O)[C:18]=1[NH:23][C:24]1[C:25]([OH:33])=[C:26]([CH:30]=[CH:31][CH:32]=1)[C:27]([OH:29])=[O:28])C>CO>[OH:33][C:25]1[C:24]([NH:23][C:18]2[C:17](=[O:16])[C:20](=[O:21])[C:19]=2[NH:13][CH:7]([C:5]2[O:6][C:2]([CH3:1])=[CH:3][CH:4]=2)[C:8]2([CH3:12])[CH2:9][O:10][CH2:11]2)=[CH:32][CH:31]=[CH:30][C:26]=1[C:27]([OH:29])=[O:28]. Procedure details: 453 mg (2.5 mmol, 1.5 eq) of C-(5-methylfuran-2-yl)-C-(3-methyloxetan-3-yl)methylamine were added to 471 mg (1.7 mmol, 1 eq) of 3-(2-ethoxy-3,4-dioxocyclobut-1-enylamino)-2-hydroxybenzoic acid dissolved under hot conditions in 50 ml of methanol. The reaction medium was heated at 50° C. for 18 hours and then at 60° C. for 7 days. The methanol was evaporated off and the residue was chromatographed on silica gel (column puriFlash IR50SI-120G, Spot II) eluted with dichloromethane/methanol (gradient)... Reactants: O (Water), [H-].[Na+] (sodium hydride), SC1=NC=2C(=NC=CC2C)N1 (2-mercapto-7-methyl-3H-imidazo[4,5-b]pyridine), IC (iodomethane). Run in CN(C=O)C (dimethylformamide). Run at time 10 minute. Yields the product CC1=C2C(=NC=C1)NC(=N2)SC (7-Methyl-2-methylthio-3H-imidazo[4,5-b]pyridine). Reaction SMILES: [H-].[Na+].[SH:3][C:4]1[NH:13][C:7]2=[N:8][CH:9]=[CH:10][C:11]([CH3:12])=[C:6]2[N:5]=1.I[CH3:15].O>CN(C)C=O>[CH3:12][C:11]1[CH:10]=[CH:9][N:8]=[C:7]2[NH:13][C:4]([S:3][CH3:15])=[N:5][C:6]=12 |f:0.1|. Procedure: 130 mg of sodium hydride was dropwise added at room temperature to a solution of 500 mg of 2-mercapto-7-methyl-3H-imidazo[4,5-b]pyridine in dimethylformamide. The mixture was stirred for 10 min, and 0.21 ml of iodomethane was added thereto, followed by reaction for 30 min. Water was added to the reaction mixture, and the mixture was extracted with ethyl acetate. The extract was dried over magnesium sulfate, and the solvent was distilled off in vacuo. The resultant solid was washed with a small a... The reactants are CC(C)C[C@@H](CC(=O)O)CN (Pregabalin), CC(C)C[C@@H](CC(=O)O)CN (Pregabalin), racemic nitro ester, C(C)OC(\C=C\CC(C)C)=O ((E)-5-methyl-hex-2-enoic acid ethyl ester), C(C)OC(CC(CC(C)C)C[N+](=O)[O-])=O (5-methyl-3-nitromethyl-hexanoic acid ethyl ester). The solvent is [N+](=O)([O-])C (nitromethane). Yields the product CC(C[C@@H](CC(=O)O)C[N+](=O)[O-])C ((S)-5-methyl-3-nitromethyl-hexanoic acid). RXN SMILES: CC(C[C@H](CN)CC(O)=O)C.C(OC(=O)/C=C/CC(C)C)C.C([O:25][C:26](=[O:37])[CH2:27][CH:28]([CH2:33][N+:34]([O-:36])=[O:35])[CH2:29][CH:30]([CH3:32])[CH3:31])C>[N+](C)([O-])=O>[CH3:31][CH:30]([CH3:32])[CH2:29][C@H:28]([CH2:33][N+:34]([O-:36])=[O:35])[CH2:27][C:26]([OH:37])=[O:25]. Procedure: In Synthesis 1989, 953 a synthesis of rac.-Pregabalin, starting from (E)-5-methyl-hex-2-enoic acid ethyl ester, which was converted with nitromethane into 5-methyl-3-nitromethyl-hexanoic acid ethyl ester, has been reported. Subsequent catalytic hydrogenation followed by saponification leads to rac.-Pregabalin. Recently an enzymatic hydrolysis of this racemic nitro ester was carried out (Tetrahedron Asymmetry 2008, 19, 945). With enzyme Novozyme 435 enantiomerically enriched (S)-5-methyl-3-nitrom... The reactants are BrCCOCCBr, C1CCOC1, CN1CCCC1=O, CCOC(=O)Cc1ccc(OC2CCN(C3CCC3)CC2)cc1, [H-], [I-], [K+], [Na+]. Product: CCOC(=O)C1(c2ccc(OC3CCN(C4CCC4)CC3)cc2)CCOCC1. Reaction SMILES: [Br:26][CH2:27][CH2:28][O:29][CH2:30][CH2:31][Br:32].[CH2:35]1[O:36][CH2:37][CH2:38][CH2:39]1.[CH3:40][N:41]1[CH2:42][CH2:43][CH2:44][C:45]1=[O:46].[CH:3]1([N:7]2[CH2:8][CH2:9][CH:10]([O:13][c:14]3[cH:15][cH:16][c:17]([CH2:20][C:21](=[O:22])[O:23][CH2:24][CH3:25])[cH:18][cH:19]3)[CH2:11][CH2:12]2)[CH2:4][CH2:5][CH2:6]1.[H-:2].[I-:34].[K+:33].[Na+:1]>>[CH:3]1([N:7]2[CH2:8][CH2:9][CH:10]([O:13][c:14]3[cH:15][cH:16][c:17]([C:20]4([C:21](=[O:22])[O:23][CH2:24][CH3:25])[CH2:27][CH2:28][O:29][CH2:30][CH2:31]4)[cH:18][cH:19]3)[CH2:11][CH2:12]2)[CH2:4][CH2:5][CH2:6]1. Procedure details: 2-(β-Dimethylamino-ethoxy)-stilbene was prepared from 2-(β-chloro-ethoxy)-stilbene and dimethylamine, and the free base was converted into its hydrochloride, yielding 45% of theory of the compound of the formula ##STR14## which had a melting point of 199° C. Starting materials: ClCCOC1=C(C=CC=C1)C=CC1=CC=CC=C1 (2-(β-chloro-ethoxy)-stilbene), CNC (dimethylamine), Cl (hydrochloride). The product is CN(CCOC1=C(C=CC=C1)C=CC1=CC=CC=C1)C (2-(β-Dimethylamino-ethoxy)-stilbene). As a reaction SMILES: Cl[CH2:2][CH2:3][O:4][C:5]1[CH:10]=[CH:9][CH:8]=[CH:7][C:6]=1[CH:11]=[CH:12][C:13]1[CH:18]=[CH:17][CH:16]=[CH:15][CH:14]=1.[CH3:19][NH:20][CH3:21].Cl>>[CH3:19][N:20]([CH3:21])[CH2:2][CH2:3][O:4][C:5]1[CH:10]=[CH:9][CH:8]=[CH:7][C:6]=1[CH:11]=[CH:12][C:13]1[CH:18]=[CH:17][CH:16]=[CH:15][CH:14]=1. Starting materials: CC(=O)c1cc(N)cc(C(C)=O)c1, CC(=O)c1cc(NC(=N)NC(=N)N)cc(C(C)=O)c1, Nc1nc(N)nc(Cl)n1, Cl, Cl, O. Product: CC(=O)c1cc(Nc2nc(N)nc(N)n2)cc(C(C)=O)c1. As a reaction SMILES: [C:1]([CH3:2])(=[O:3])[c:4]1[cH:5][c:6]([NH2:7])[cH:8][c:9]([C:11]([CH3:12])=[O:13])[cH:10]1.[C:25]([c:26]1[cH:27][c:28]([NH:29][C:30]([NH:31][C:32]([NH2:33])=[NH:34])=[NH:35])[cH:36][c:37]([C:38](=[O:39])[CH3:40])[cH:41]1)(=[O:42])[CH3:43].[Cl:14][c:15]1[n:16][c:17]([NH2:22])[n:18][c:19]([NH2:21])[n:20]1.[ClH:23].[ClH:24].[OH2:44]>>[C:1]([CH3:2])(=[O:3])[c:4]1[cH:5][c:6]([NH:7][c:15]2[n:16][c:17]([NH2:22])[n:18][c:19]([NH2:21])[n:20]2)[cH:8][c:9]([C:11]([CH3:12])=[O:13])[cH:10]1. The reactants are C1(=CC=CC=C1)S(=O)(=O)CC1=CC=C(C(=C1C(=O)OCC)O)C1=COC=C1 (ethyl 6-(benzenesulphonylmethyl)-3-(furan-3-yl)-2-hydroxybenzoate), BrC=1C(=C(C(=O)OC)C(=CC1)CS(=O)(=O)N1CCCC1)OC (methyl 3-bromo-2-methoxy-6-(pyrrolidin-1-ylsulphonylmethyl)benzoate), BrC=1C(=C(C(=O)OC)C(=CC1)CS(=O)(=O)N1CCCC1)OC (methyl 3-bromo-2-methoxy-6-(pyrrolidin-1-ylsulphonylmethyl)benzoate). Product: O1C=C(C=C1)C=1C(=C(C(=O)OC)C(=CC1)CS(=O)(=O)N1CCCC1)OC (Methyl 3-(furan-3-yl)-2-methoxy-6-(pyrrolidin-1-ylsulphonylmethyl)benzoate). RXN SMILES: C1(S(CC2C(C(OCC)=O)=C(O)C([C:23]3[CH:27]=[CH:26][O:25][CH:24]=3)=CC=2)(=O)=O)C=CC=CC=1.Br[C:29]1[C:30]([O:48][CH3:49])=[C:31]([C:36]([CH2:39][S:40]([N:43]2[CH2:47][CH2:46][CH2:45][CH2:44]2)(=[O:42])=[O:41])=[CH:37][CH:38]=1)[C:32]([O:34][CH3:35])=[O:33]>>[O:25]1[CH:26]=[CH:27][C:23]([C:29]2[C:30]([O:48][CH3:49])=[C:31]([C:36]([CH2:39][S:40]([N:43]3[CH2:47][CH2:46][CH2:45][CH2:44]3)(=[O:42])=[O:41])=[CH:37][CH:38]=2)[C:32]([O:34][CH3:35])=[O:33])=[CH:24]1. Procedure details: Prepared by proceeding in a similar manner to Intermediate 36, starting from methyl 3-bromo-2-methoxy-6-(pyrrolidin-1-ylsulphonylmethyl)benzoate (Intermediate 150) as a colourless oil.